This data is from the Open Reaction Database (ORD), a public repository of structured organic reaction records. The task is: describe an organic reaction: reactants, conditions, products, and yield Starting materials: O (water), BrC1=CC=CC=2CN(CCOC21)C(=O)OC(C)(C)C (tert-butyl 9-bromo-2,3-dihydro-1,4-benzoxazepine-4(5H)-carboxylate), Cl.FC1(CNCC1)F (3,3-difluoropyrrolidine hydrochloride), 2-dicyclohexylphosphino-2′,4′,6′-triisopropylbiphenyl(X-phos), CC(C)([O-])C.[Na+] (sodium tert-butoxide). The reagents and catalysts are C=1C=CC(=CC1)/C=C/C(=O)/C=C/C2=CC=CC=C2.C=1C=CC(=CC1)/C=C/C(=O)/C=C/C2=CC=CC=C2.C=1C=CC(=CC1)/C=C/C(=O)/C=C/C2=CC=CC=C2.[Pd].[Pd] (tris(dibenzylideneacetone)dipalladium(0)). Solvent: C1(=CC=CC=C1)C (toluene). The product is FC1(CN(CC1)C1=CC=CC=2CN(CCOC21)C(=O)OC(C)(C)C)F (tert-butyl 9-(3,3-difluoropyrrolidin-1-yl)-2,3-dihydro-1,4-benzoxazepine-4(5H)-carboxylate). The yield is 29.8%. Reaction SMILES: Br[C:2]1[C:12]2[O:11][CH2:10][CH2:9][N:8]([C:13]([O:15][C:16]([CH3:19])([CH3:18])[CH3:17])=[O:14])[CH2:7][C:6]=2[CH:5]=[CH:4][CH:3]=1.Cl.[F:21][C:22]1([F:27])[CH2:26][CH2:25][NH:24][CH2:23]1.CC(C)([O-])C.[Na+].O>C1(C)C=CC=CC=1.C1C=CC(/C=C/C(/C=C/C2C=CC=CC=2)=O)=CC=1.C1C=CC(/C=C/C(/C=C/C2C=CC=CC=2)=O)=CC=1.C1C=CC(/C=C/C(/C=C/C2C=CC=CC=2)=O)=CC=1.[Pd].[Pd]>[F:21][C:22]1([F:27])[CH2:26][CH2:25][N:24]([C:2]2[C:12]3[O:11][CH2:10][CH2:9][N:8]([C:13]([O:15][C:16]([CH3:19])([CH3:18])[CH3:17])=[O:14])[CH2:7][C:6]=3[CH:5]=[CH:4][CH:3]=2)[CH2:23]1 |f:1.2,3.4,7.8.9.10.11|. Reported procedure: A solution of tert-butyl 9-bromo-2,3-dihydro-1,4-benzoxazepine-4(5H)-carboxylate (328 mg, 1.04 mmol), 3,3-difluoropyrrolidine hydrochloride (150 mg, 1.04 mmol), 2-dicyclohexylphosphino-2′,4′,6′-triisopropylbiphenyl(X-phos) m (39.8 mg, 0.0835 mmol), tris(dibenzylideneacetone)dipalladium(0) (19.0 mg, 0.0208 mmol) and sodium tert-butoxide (250 mg, 2.60 mmol) in toluene (10 ml) was stirred under an argon atmosphere at 100° C. for 12 hr. The reaction mixture was poured into water, and the mixture was... Reactants: O=C1CCC(=O)N1Br, COc1cccc2c1nc(C(F)(F)F)n2C, ClC(Cl)Cl. Yields the product COc1ccc(Br)c2c1nc(C(F)(F)F)n2C. Reaction SMILES: [Br:17][N:18]1[C:19](=[O:20])[CH2:21][CH2:22][C:23]1=[O:24].[CH3:1][O:2][c:3]1[cH:4][cH:5][cH:6][c:7]2[c:8]1[n:9][c:10]([C:13]([F:14])([F:15])[F:16])[n:11]2[CH3:12].[CH:25]([Cl:26])([Cl:27])[Cl:28]>>[CH3:1][O:2][c:3]1[cH:4][cH:5][c:6]([Br:17])[c:7]2[c:8]1[n:9][c:10]([C:13]([F:14])([F:15])[F:16])[n:11]2[CH3:12]. Starting materials: Clc1cccnc1-c1ccc2c(Cl)ccnc2n1, Nc1ccc(C(F)(F)F)cn1, [Na+], [OH-]. Product: FC(F)(F)c1ccc(Nc2ccnc3nc(-c4ncccc4Cl)ccc23)nc1. RXN SMILES: [Cl:1][c:2]1[c:3]2[cH:4][cH:5][c:6](-[c:12]3[n:13][cH:14][cH:15][cH:16][c:17]3[Cl:18])[n:7][c:8]2[n:9][cH:10][cH:11]1.[NH2:19][c:20]1[n:21][cH:22][c:23]([C:26]([F:27])([F:28])[F:29])[cH:24][cH:25]1.[Na+:31].[OH-:30]>>[c:2]1([NH:19][c:20]2[n:21][cH:22][c:23]([C:26]([F:27])([F:28])[F:29])[cH:24][cH:25]2)[c:3]2[cH:4][cH:5][c:6](-[c:12]3[n:13][cH:14][cH:15][cH:16][c:17]3[Cl:18])[n:7][c:8]2[n:9][cH:10][cH:11]1. The reactants are ClC1=CC2=C(N(C(=N2)CCl)C2COC2)C=C1 (5-chloro-2-chloromethyl-1-oxetan-3-yl-1H-benzoimidazole), CS(=O)(=O)C1=NNC2=CC=CC=C12 (3-methanesulfonyl-1H-indazole), CS(=O)(=O)C1=NNC2=CN=CC=C21 (3-(methylsulfonyl)-1H-pyrazolo[3,4-c]pyridine). Product: ClC1=CC2=C(N(C(=N2)CN2N=C(C3=CC=CC=C23)S(=O)(=O)C)C2COC2)C=C1 (1-{[5-Chloro-1-(oxetan-3-yl)-1H-benzimidazol-2-yl]methyl}-3-(methylsulfonyl)-1H-indazole). As a reaction SMILES: [Cl:1][C:2]1[CH:16]=[CH:15][C:5]2[N:6]([CH:11]3[CH2:14][O:13][CH2:12]3)[C:7]([CH2:9]Cl)=[N:8][C:4]=2[CH:3]=1.[CH3:17][S:18]([C:21]1[C:29]2[C:24](=[CH:25][CH:26]=[CH:27][CH:28]=2)[NH:23][N:22]=1)(=[O:20])=[O:19].CS(C1C2C(=CN=CC=2)NN=1)(=O)=O>>[Cl:1][C:2]1[CH:16]=[CH:15][C:5]2[N:6]([CH:11]3[CH2:14][O:13][CH2:12]3)[C:7]([CH2:9][N:23]3[C:24]4[C:29](=[CH:28][CH:27]=[CH:26][CH:25]=4)[C:21]([S:18]([CH3:17])(=[O:19])=[O:20])=[N:22]3)=[N:8][C:4]=2[CH:3]=1. Reported procedure: The title compound was prepared in analogy to Example 2-1 by using 5-chloro-2-chloromethyl-1-oxetan-3-yl-1H-benzoimidazole and 3-methanesulfonyl-1H-indazole instead of 5-chloro-2-chloromethyl-1-((S)-1,1-dioxo-tetrahydro-1λ6-thiophen-3-yl)-1H-benzoimidazole and 3-(methylsulfonyl)-1H-pyrazolo[3,4-c]pyridine. The reactants are CN(C)C=O, COc1cc2ncnc(Nc3cccc(Cl)c3F)c2cc1O, [Cs+], [F-], COC(=O)C1CC(OS(=O)(=O)c2ccc([N+](=O)[O-])cc2)CN1C(=O)OC(C)(C)C. Product: COC(=O)C1CC(Oc2cc3c(Nc4cccc(Cl)c4F)ncnc3cc2OC)CN1C(=O)OC(C)(C)C. As a reaction SMILES: [CH3:54][N:55]([CH3:56])[CH:57]=[O:58].[Cl:1][c:2]1[c:3]([F:22])[c:4]([NH:5][c:6]2[n:7][cH:8][n:9][c:10]3[cH:11][c:12]([O:17][CH3:18])[c:13]([OH:16])[cH:14][c:15]23)[cH:19][cH:20][cH:21]1.[Cs+:53].[F-:52].[N+:23]([c:24]1[cH:25][cH:26][c:27]([S:28]([O:29][CH:36]2[CH2:37][CH:38]([C:48](=[O:49])[O:50][CH3:51])[N:39]([C:41](=[O:42])[O:43][C:44]([CH3:45])([CH3:46])[CH3:47])[CH2:40]2)(=[O:30])=[O:31])[cH:32][cH:33]1)([O-:34])=[O:35]>>[Cl:1][c:2]1[c:3]([F:22])[c:4]([NH:5][c:6]2[n:7][cH:8][n:9][c:10]3[cH:11][c:12]([O:17][CH3:18])[c:13]([O:16][CH:36]4[CH2:37][CH:38]([C:48](=[O:49])[O:50][CH3:51])[N:39]([C:41](=[O:42])[O:43][C:44]([CH3:45])([CH3:46])[CH3:47])[CH2:40]4)[cH:14][c:15]23)[cH:19][cH:20][cH:21]1.